This data is from the Open Reaction Database (ORD), a public repository of structured organic reaction records. The task is: describe an organic reaction: reactants, conditions, products, and yield Reactants: [BH4-].[Na+] (sodium borohydride), C(#N)[BH3-].[Na+] (Sodium cyanoborohydride), CC=1C=C2C(=NNC2=CC1)C=1N=NN(C1)C1=CC=C(C=O)C=C1 (4-[4-(5-methyl-1H-indazol-3-yl)-1H-1,2,3-triazol-1-yl]benzaldehyde), N1CCCC1 (pyrrolidine). The solvent is CC(=O)N(C)C (DMA). Reaction conditions: time 12 hour. Yields the product CC=1C=C2C(=NNC2=CC1)C=1N=NN(C1)C1=CC=C(C=C1)CN1CCCC1 (5-methyl-3-{1-[4-(pyrrolidin-1-ylmethyl)phenyl]-1H-1,2,3-triazol-4-yl}-1H-indazole). RXN SMILES: C([BH3-])#N.[Na+].[CH3:5][C:6]1[CH:7]=[C:8]2[C:12](=[CH:13][CH:14]=1)[NH:11][N:10]=[C:9]2[C:15]1[N:16]=[N:17][N:18]([C:20]2[CH:27]=[CH:26][C:23]([CH:24]=O)=[CH:22][CH:21]=2)[CH:19]=1.[NH:28]1[CH2:32][CH2:31][CH2:30][CH2:29]1.[BH4-].[Na+]>CC(N(C)C)=O>[CH3:5][C:6]1[CH:7]=[C:8]2[C:12](=[CH:13][CH:14]=1)[NH:11][N:10]=[C:9]2[C:15]1[N:16]=[N:17][N:18]([C:20]2[CH:27]=[CH:26][C:23]([CH2:24][N:28]3[CH2:32][CH2:31][CH2:30][CH2:29]3)=[CH:22][CH:21]=2)[CH:19]=1 |f:0.1,4.5|. Procedure details: Sodium cyanoborohydride (166 mg; 2.64 mmol; 4.0 eq.) was added to a solution of 4-[4-(5-methyl-1H-indazol-3-yl)-1H-1,2,3-triazol-1-yl]benzaldehyde (200 mg; 0.66 mmol; 1.0 eq.) and pyrrolidine (1.64 mL; 19.8 mmol; 30 eq.) in DMA (4 mL) and the reaction mixture was stirred at RT. After 12 h, as no product was detected, sodium borohydride was added (100 mg; 2.64 mmol; 4.0 eq.) and the reaction mixture was stirred at RT for 1 hour. Reaction was quenched with water and extracted with EtOAc (twice). C...